This data is from the Open Reaction Database (ORD), a public repository of structured organic reaction records. The task is: describe an organic reaction: reactants, conditions, products, and yield Starting materials: [I-].[Na+] (Sodium iodide), N1CC(C1)C1=CC2=C(C=3N=C(SC3CCO2)C=2N(N=C(N2)C)C(C)C)C=C1 (8-azetidin-3-yl-2-(2-isopropyl-5-methyl-2H-[1,2,4]triazol-3-yl)-4,5-dihydro-6-oxa-3-thia-1-aza-benzo[e]azulene), C([O-])([O-])=O.[Cs+].[Cs+] (cesium carbonate), ClCC(COC)O (1-chloro-3-methoxy-2-propanol). Run in O (water), C(Cl)Cl (methylene chloride), CN(C=O)C (N,N-dimethylformamide). Conditions: temperature 50 celsius. Product: C(C)(C)N1N=C(N=C1C=1SC=2CCOC3=C(C2N1)C=CC(=C3)C3CN(C3)CC(COC)O)C (1-{3-[2-(2-Isopropyl-5-methyl-2H-[1,2,4]triazol-3-yl)-4,5-dihydro-6-oxa-3-thia-1-aza-benzo[e]azulen-8-yl]-azetidin-1-yl}-3-methoxy-propan-2-ol). As a reaction SMILES: [NH:1]1[CH2:4][CH:3]([C:5]2[CH:27]=[CH:26][C:8]3[C:9]4[N:10]=[C:11]([C:17]5[N:18]([CH:23]([CH3:25])[CH3:24])[N:19]=[C:20]([CH3:22])[N:21]=5)[S:12][C:13]=4[CH2:14][CH2:15][O:16][C:7]=3[CH:6]=2)[CH2:2]1.C(=O)([O-])[O-].[Cs+].[Cs+].Cl[CH2:35][CH:36]([OH:40])[CH2:37][O:38][CH3:39].[I-].[Na+]>CN(C)C=O.O.C(Cl)Cl>[CH:23]([N:18]1[C:17]([C:11]2[S:12][C:13]3[CH2:14][CH2:15][O:16][C:7]4[CH:6]=[C:5]([CH:3]5[CH2:4][N:1]([CH2:35][CH:36]([OH:40])[CH2:37][O:38][CH3:39])[CH2:2]5)[CH:27]=[CH:26][C:8]=4[C:9]=3[N:10]=2)=[N:21][C:20]([CH3:22])=[N:19]1)([CH3:25])[CH3:24] |f:1.2.3,5.6|. Procedure: To a solution of 8-azetidin-3-yl-2-(2-isopropyl-5-methyl-2H-[1,2,4]triazol-3-yl)-4,5-dihydro-6-oxa-3-thia-1-aza-benzo[e]azulene, from Example 519, (0.300 g, 0.000786 mol) and cesium carbonate (0.384 g, 0.00118 mol) in N,N-dimethylformamide (7.9 mL) was added 1-chloro-3-methoxy-2-propanol (0.0844 mL, 0.786 mmol) dropwise. The reaction was heated to 50° C. overnight. Sodium iodide (0.236 g, 0.00157 mol) was added and stirring was continued at 50° C. The mixture was diluted with water and methylene... Reactants: COCN(C(=O)OC(C)(C)C)c1ccc(-c2cc(=O)c3c(NCCC=C(C)C)c(F)cc(F)c3o2)cc1F, CCO, O, O=S(=O)(O)O. Product: CC(C)=CCCNc1c(F)cc(F)c2oc(-c3ccc(N)c(F)c3)cc(=O)c12. Reaction SMILES: [C:1]([O:2][C:3](=[O:7])[N:8]([CH2:4][O:5][CH3:6])[c:12]1[c:13]([F:38])[cH:14][c:15](-[c:18]2[o:19][c:20]3[c:21]([c:22](=[O:24])[cH:23]2)[c:25]([NH:31][CH2:32][CH2:33][CH:34]=[C:35]([CH3:36])[CH3:37])[c:26]([F:30])[cH:27][c:28]3[F:29])[cH:16][cH:17]1)([CH3:9])([CH3:10])[CH3:11].[CH3:45][CH2:46][OH:47].[OH2:44].[S:39](=[O:40])(=[O:41])([OH:42])[OH:43]>>[NH2:8][c:12]1[c:13]([F:38])[cH:14][c:15](-[c:18]2[o:19][c:20]3[c:21]([c:22](=[O:24])[cH:23]2)[c:25]([NH:31][CH2:32][CH2:33][CH:34]=[C:35]([CH3:36])[CH3:37])[c:26]([F:30])[cH:27][c:28]3[F:29])[cH:16][cH:17]1. As a reaction SMILES: [CH2:1]([c:2]1[cH:3][cH:4][cH:5][cH:6][cH:7]1)[O:8][c:9]1[cH:10][cH:11][c:12]([N+:19](=[O:20])[O-:21])[c:13]([CH2:15][C:16](=[O:17])[OH:18])[cH:14]1.[CH:27]([CH3:28])([CH3:29])[OH:30].[S:22](=[O:23])(=[O:24])([OH:25])[OH:26]>>[CH2:1]([c:2]1[cH:3][cH:4][cH:5][cH:6][cH:7]1)[O:8][c:9]1[cH:10][cH:11][c:12]([N+:19](=[O:20])[O-:21])[c:13]([CH2:15][C:16](=[O:17])[O:18][CH:27]([CH3:28])[CH3:29])[cH:14]1. Reactants: O=C(O)Cc1cc(OCc2ccccc2)ccc1[N+](=O)[O-], CC(C)O, O=S(=O)(O)O. Product: CC(C)OC(=O)Cc1cc(OCc2ccccc2)ccc1[N+](=O)[O-]. Starting materials: O1C(OCC1)C=1SC=CN1 (2-(1,3-dioxolan-2-yl)thiazole), C(C1=CC=CC=C1)Br (benzyl bromide). Run at time 6 hour. Yields the product [Br-].C(C1=CC=CC=C1)[N+]1=C(SC=C1)C1OCCO1 (3-benzyl-2-(1,3-dioxolan-2-yl)thiazolium bromide). Yield: 84.9%. RXN SMILES: [O:1]1[CH2:5][CH2:4][O:3][CH:2]1[C:6]1[S:7][CH:8]=[CH:9][N:10]=1.[CH2:11]([Br:18])[C:12]1[CH:17]=[CH:16][CH:15]=[CH:14][CH:13]=1>>[Br-:18].[CH2:11]([N+:10]1[CH:9]=[CH:8][S:7][C:6]=1[CH:2]1[O:3][CH2:4][CH2:5][O:1]1)[C:12]1[CH:17]=[CH:16][CH:15]=[CH:14][CH:13]=1 |f:2.3|. Procedure: A reaction mixture of 3.1 g (19.74 mmol) of 2-(1,3-dioxolan-2-yl)thiazole and 3.38 g (19.74 mmol) of benzyl bromide was heated on a steam-bath with stirring for 6 h. The mixture was cooled to room temperature, triturated with ethyl acetate and decanted to afford 5.5 g (84.9%) of 3-benzyl-2-(1,3-dioxolan-2-yl)thiazolium bromide (Formula VI: A=2-thiazolyl;Y=1,3-dioxolan-2-yl; R1 =R6 =H;Z- =Br-).